This data is from the Open Reaction Database (ORD), a public repository of structured organic reaction records. The task is: describe an organic reaction: reactants, conditions, products, and yield The reactants are CC(=O)O, O=C1CCC(=O)N1Cl, Nc1nc(O)cc(-c2ccccc2)n1. Yields the product Nc1nc(O)c(Cl)c(-c2ccccc2)n1. As a reaction SMILES: [CH3:23][C:24](=[O:25])[OH:26].[Cl:15][N:16]1[C:17](=[O:18])[CH2:19][CH2:20][C:21]1=[O:22].[NH2:1][c:2]1[n:3][c:4](-[c:9]2[cH:10][cH:11][cH:12][cH:13][cH:14]2)[cH:5][c:6]([OH:8])[n:7]1>>[NH2:1][c:2]1[n:3][c:4](-[c:9]2[cH:10][cH:11][cH:12][cH:13][cH:14]2)[c:5]([Cl:15])[c:6]([OH:8])[n:7]1. Starting materials: [H-].[Al+3].[Li+].[H-].[H-].[H-] (lithium aluminium hydride), C(C)OC(CC(CCCCCCC)C)=O (3-methyl-decanoic acid ethyl ester), S(O)(O)(=O)=O (sulphuric acid). Run in CCOCC (ether), CCOCC (ether). The product is CC(CCO)CCCCCCC (3-methyldecanol). Yield: 88.8%. Reaction SMILES: C([O:3][C:4](=O)[CH2:5][CH:6]([CH3:14])[CH2:7][CH2:8][CH2:9][CH2:10][CH2:11][CH2:12][CH3:13])C.[H-].[Al+3].[Li+].[H-].[H-].[H-].S(=O)(=O)(O)O>CCOCC>[CH3:14][CH:6]([CH2:7][CH2:8][CH2:9][CH2:10][CH2:11][CH2:12][CH3:13])[CH2:5][CH2:4][OH:3] |f:1.2.3.4.5.6|. Procedure details: 740 g (3.46 mols) 3-methyl-decanoic acid ethyl ester, dissolved in 600 ml ether, are added while cooling to a suspension of 72 g (1.89 mols) lithium aluminium hydride in 600 ml ether. After the addition has ended the reaction mixture is heated for one hour to reflux temperature, is then hydrolysed and acidified with sulphuric acid. The organic phase is separated off, the aqueous phase is extracted with ether and the combined organic phases are freed from solvent. The destillation of the residue ... Starting materials: [Mg] (magnesium), [Cl-].[NH4+] (ammonium chloride), CI (methyl iodide), [Mg] (magnesium), ClC1=C(C(OC2=CC=CC=C12)C1=CC=CC=C1)C=O (4-chloro-3-formyl-flav-3-ene). The solvent is C(C)OCC (diethylether), O (water), mixture, O1CCCC1 (tetrahydrofuran), C(C)OCC (diethylether). Run at temperature 0 celsius. The product is ClC1=C(C(OC2=CC=CC=C12)C1=CC=CC=C1)C(C)O (4-chloro-3-(α-hydroxyethyl)-flav-3-ene). As a reaction SMILES: [Mg].[CH3:2]I.[Cl:4][C:5]1[C:14]2[C:9](=[CH:10][CH:11]=[CH:12][CH:13]=2)[O:8][CH:7]([C:15]2[CH:20]=[CH:19][CH:18]=[CH:17][CH:16]=2)[C:6]=1[CH:21]=[O:22].[Cl-].[NH4+]>O.O1CCCC1.C(OCC)C>[Cl:4][C:5]1[C:14]2[C:9](=[CH:10][CH:11]=[CH:12][CH:13]=2)[O:8][CH:7]([C:15]2[CH:16]=[CH:17][CH:18]=[CH:19][CH:20]=2)[C:6]=1[CH:21]([OH:22])[CH3:2] |f:3.4|. Reported procedure: 2.88 g magnesium is allowed to react with 16.82 g methyl iodide in 80 ml refluxing dry diethylether. After disappearance of magnesium, one adds a solution of 21.4 g 4-chloro-3-formyl-flav-3-ene in 100 ml of a mixture of diethylether and tetrahydrofuran. After cooling to 0° C., a solution of 12.68 g ammonium chloride in 160 ml water is added. The two phases are separated and the aqueous solution is extracted with 50 ml diethyl ether. The combined organic phases are washed with 50 ml water, dried ... Reactants: NC1=C(C(=O)NCC=2SC(=CC2)OC2=CC=CC=C2)C=CC(=N1)Cl (2-Amino-6-chloro-N-(5-phenoxy-thiophen-2-ylmethyl)-nicotinamide), C1=CC=C(C=C1)CC(=O)NCN[C@@H](CC2=CC=C(C=C2)[N+](=O)[O-])C(=O)O (A-101), C1(CC1)N (cyclopropylamine). Run in [Cl-].[Na+].O (brine), CS(=O)C (dimethylsulfoxide), C(C)(C)N(C(C)C)CC (N,N-diisopropylethylamine). Reaction conditions: temperature 130 celsius. Yields the product NC1=C(C(=O)NCC=2SC(=CC2)OC2=CC=CC=C2)C=CC(=N1)NC1CC1 (2-Amino-cyclopropylamino-N-(5-phenoxy-thiophen-2-ylmethyl)-nicotinamide). Yield: 47.5%. Reaction SMILES: [NH2:1][C:2]1[N:23]=[C:22](Cl)[CH:21]=[CH:20][C:3]=1[C:4]([NH:6][CH2:7][C:8]1[S:9][C:10]([O:13][C:14]2[CH:19]=[CH:18][CH:17]=[CH:16][CH:15]=2)=[CH:11][CH:12]=1)=[O:5].C1C=CC(CC(NCN[C@H](C(O)=O)CC2[CH:44]=[CH:43][C:42]([N+:45]([O-])=O)=CC=2)=O)=CC=1.C1(N)CC1>CS(C)=O.C(N(CC)C(C)C)(C)C.[Cl-].[Na+].O>[NH2:1][C:2]1[N:23]=[C:22]([NH:45][CH:42]2[CH2:44][CH2:43]2)[CH:21]=[CH:20][C:3]=1[C:4]([NH:6][CH2:7][C:8]1[S:9][C:10]([O:13][C:14]2[CH:19]=[CH:18][CH:17]=[CH:16][CH:15]=2)=[CH:11][CH:12]=1)=[O:5] |f:5.6.7|. Procedure details: 2-Amino-6-chloro-N-(5-phenoxy-thiophen-2-ylmethyl)-nicotinamide described in Example A-101 (30 mg, 0.083 mmol) was dissolved in a mixture solution of dimethylsulfoxide (1 mL) and N,N-diisopropylethylamine (0.5 mL), cyclopropylamine (0.058 mL, 0.84 mmol) was added thereto, followed by heating in a sealed tube for 15 hours 30 minutes (oil bath temperature: 130° C.). The reaction mixture was allowed to room temperature, poured into brine, which was then extracted with ethyl acetate. The organic lay... Reaction SMILES: [CH2:1]([O:2][C:3](=[O:4])[NH:11][CH:12]1[C:13](=[O:26])[NH:14][c:15]2[c:16]([cH:22][cH:23][cH:24][cH:25]2)[C:17]([CH:19]([CH3:20])[CH3:21])=[N:18]1)[c:5]1[cH:6][cH:7][cH:8][cH:9][cH:10]1.[CH3:31][OH:32].[CH:27]([O-:28])=[O:29].[NH4+:30]>>[NH2:11][CH:12]1[C:13](=[O:26])[NH:14][c:15]2[c:16]([cH:22][cH:23][cH:24][cH:25]2)[C:17]([CH:19]([CH3:20])[CH3:21])=[N:18]1. Yields the product CC(C)C1=NC(N)C(=O)Nc2ccccc21. The reactants are CC(C)C1=NC(NC(=O)OCc2ccccc2)C(=O)Nc2ccccc21, CO, O=C[O-], [NH4+]. Starting materials: C(C)OC(=O)C=1C(=C2C(=NC1)N(N=C2)CC=2OC=CC2)OCC (4-ethoxy-1-(2-furyl)methyl-1H-pyrazolo[3,4-b]-pyridine-5-carboxylic acid ethyl ester), N (ammonia), [Se](=O)=O (selenium dioxide), O (water). Reagents/catalysts: O (water). Solvent: CO (methanol), COCCOCCOC (diethyleneglycol dimethylether). Conditions: time 1.5 hour. Yields the product C(C)OC(=O)C=1C(=C2C(=NC1)NN=C2)OCC (4-ethoxy-1H-pyrazolo[3,4-b]pyridine-5-carboxylic acid ethyl ester). Yield: 67.0%. Reaction SMILES: [CH2:1]([O:3][C:4]([C:6]1[C:7]([O:21][CH2:22][CH3:23])=[C:8]2[CH:14]=[N:13][N:12](CC3OC=CC=3)[C:9]2=[N:10][CH:11]=1)=[O:5])[CH3:2].[Se](=O)=O.O.N>COCCOCCOC.O.CO>[CH2:1]([O:3][C:4]([C:6]1[C:7]([O:21][CH2:22][CH3:23])=[C:8]2[CH:14]=[N:13][NH:12][C:9]2=[N:10][CH:11]=1)=[O:5])[CH3:2]. Procedure: 31.5 g of 4-ethoxy-1-(2-furyl)methyl-1H-pyrazolo[3,4-b]-pyridine-5-carboxylic acid ethyl ester (0.1 mol) and 20 g of selenium dioxide (0.18 mol) are suspended in 100 ml diethyleneglycol dimethylether. The mixture is heated with stirring at 160° and a few drops of water are added. The temperature is held steady for 1.5 hours. After cooling, 100 ml of water is added and the mixture is neutralized with a dilute solution of aqueous ammonia. Yellow crystals are formed, which yield on recrystallizatio... Reactants: acid chloride, COC1=C(C(=O)O)C=C(C=C1)OC(F)(F)F (2-methoxy-5-trifluoromethoxybenzoic acid), S(=O)(Cl)Cl (thionyl chloride), COC=1C=C(N)C=CC1C=1SC2=C(N1)C=CC(=C2)OC (3-methoxy-4-(6-methoxy-1,3-benzothiazol-2-yl)aniline), Amide. Solvent: N1=CC=CC=C1 (pyridine). The product is COC1=C(C(=O)NC2=CC(=C(C=C2)C=2SC3=C(N2)C=CC(=C3)OC)OC)C=C(C=C1)OC(F)(F)F (2-Methoxy-N-[3-methoxy-4-(6-methoxy-1,3-benzothiazol-2-yl)phenyl]-5-(trifluoromethoxy)benzamide). Yield: 73.4%. RXN SMILES: [CH3:1][O:2][C:3]1[CH:11]=[CH:10][C:9]([O:12][C:13]([F:16])([F:15])[F:14])=[CH:8][C:4]=1[C:5]([OH:7])=O.S(Cl)(Cl)=O.[CH3:21][O:22][C:23]1[CH:24]=[C:25]([CH:27]=[CH:28][C:29]=1[C:30]1[S:31][C:32]2[CH:38]=[C:37]([O:39][CH3:40])[CH:36]=[CH:35][C:33]=2[N:34]=1)[NH2:26]>N1C=CC=CC=1>[CH3:1][O:2][C:3]1[CH:11]=[CH:10][C:9]([O:12][C:13]([F:16])([F:15])[F:14])=[CH:8][C:4]=1[C:5]([NH:26][C:25]1[CH:27]=[CH:28][C:29]([C:30]2[S:31][C:32]3[CH:38]=[C:37]([O:39][CH3:40])[CH:36]=[CH:35][C:33]=3[N:34]=2)=[C:23]([O:22][CH3:21])[CH:24]=1)=[O:7]. Procedure: A stirred mixture of 2-methoxy-5-trifluoromethoxybenzoic acid (0.248 g, 1.05 mmol) and thionyl chloride (4 ml) was heated under reflux for 4 h. After cooling to room temperature, the excess reagent was removed under reduced pressure to give the crude acid chloride. The amide was prepared as described in the Amide Coupling section using the crude acid chloride and 3-methoxy-4-(6-methoxy-1,3-benzothiazol-2-yl)aniline (0.30 g, 1.05 mmol) in dry pyridine (8 ml) to give the title compound (0.389 g, 7...